Dataset: the Open Reaction Database (ORD), a public repository of structured organic reaction records. Task: describe an organic reaction: reactants, conditions, products, and yield The reactants are CP(OCCCl)OCCCl, O=CCc1ccc(Cl)cc1, NC(N)=S, O=[PH2][O-], NC(=S)Nc1ccccc1. Product: CP(=O)(OCCCl)C(Cc1ccc(Cl)cc1)NC(=S)Nc1ccccc1. RXN SMILES: [CH3:8][P:9]([O:10][CH2:11][CH2:12][Cl:13])[O:14][CH2:15][CH2:16][Cl:17].[Cl:18][c:19]1[cH:20][cH:21][c:22]([CH2:25][CH:26]=[O:27])[cH:23][cH:24]1.[NH2:4][C:5](=[S:6])[NH2:7].[PH2:1](=[O:2])[O-:3].[c:28]1([NH:34][C:35](=[S:36])[NH2:37])[cH:29][cH:30][cH:31][cH:32][cH:33]1>>[CH3:8][P:9](=[O:10])([O:14][CH2:15][CH2:16][Cl:17])[CH:26]([CH2:25][c:22]1[cH:21][cH:20][c:19]([Cl:18])[cH:24][cH:23]1)[NH:37][C:35]([NH:34][c:28]1[cH:29][cH:30][cH:31][cH:32][cH:33]1)=[S:36].